This data is from the Open Reaction Database (ORD), a public repository of structured organic reaction records. The task is: describe an organic reaction: reactants, conditions, products, and yield Reactants: C(C1=CC=CC=C1)(C1=CC=CC=C1)N1CC(C1)OC1=CC(=CC=C1)C(F)(F)F (1-benzhydryl-3-(3-trifluoromethyl-phenoxy)-azetidine). Reagents/catalysts: [Pd] (palladium on charcoal). Run in C(C)(=O)O (acetic acid). Reaction conditions: time 3 hour. Product: FC(C=1C=C(OC2CNC2)C=CC1)(F)F (3-(3-Trifluoromethyl-phenoxy)-azetidine). As a reaction SMILES: C([N:14]1[CH2:17][CH:16]([O:18][C:19]2[CH:24]=[CH:23][CH:22]=[C:21]([C:25]([F:28])([F:27])[F:26])[CH:20]=2)[CH2:15]1)(C1C=CC=CC=1)C1C=CC=CC=1>[Pd].C(O)(=O)C>[F:28][C:25]([F:26])([F:27])[C:21]1[CH:20]=[C:19]([CH:24]=[CH:23][CH:22]=1)[O:18][CH:16]1[CH2:17][NH:14][CH2:15]1. Procedure: 44 mg of 10% palladium on charcoal was added to a solution of 0.23 mmol 1-benzhydryl-3-(3-trifluoromethyl-phenoxy)-azetidine in 5 ml acetic acid. The reaction mixture was hydrogenated for 3 hours at room temperature and normal pressure. Filtration and concentration yielded the crude product which was used in the next step without further purification. MS (m/e): 218.2 (M+H+, 100%). The reactants are COC1OC(CC1C#C[Sn](CCCC)(CCCC)CCCC)OC (2,5-dimethoxy-3-(2-tributylstannylethynyl)-tetrahydrofuran), IC1=CC=C(C#N)C=C1 (4-iodobenzonitrile). Reagents/catalysts: [Pd].C1(=CC=CC=C1)P(C1=CC=CC=C1)C1=CC=CC=C1.C1(=CC=CC=C1)P(C1=CC=CC=C1)C1=CC=CC=C1.C1(=CC=CC=C1)P(C1=CC=CC=C1)C1=CC=CC=C1.C1(=CC=CC=C1)P(C1=CC=CC=C1)C1=CC=CC=C1 (tetrakis(triphenylphosphine) palladium(0)). Run in C1(=CC=CC=C1)C (toluene). Reaction conditions: temperature 100 celsius, time 5.5 hour. The product is C(#N)C1=CC=C(C=C1)C#CC1C(OC(C1)OC)OC (3-[2-(4-cyanophenyl)-ethynyl]-2,5-dimethoxy-tetrahydrofuran). Isolated yield 102.3%. As a reaction SMILES: [CH3:1][O:2][CH:3]1[CH:7]([C:8]#[C:9][Sn](CCCC)(CCCC)CCCC)[CH2:6][CH:5]([O:23][CH3:24])[O:4]1.I[C:26]1[CH:33]=[CH:32][C:29]([C:30]#[N:31])=[CH:28][CH:27]=1>C1(C)C=CC=CC=1.[Pd].C1(P(C2C=CC=CC=2)C2C=CC=CC=2)C=CC=CC=1.C1(P(C2C=CC=CC=2)C2C=CC=CC=2)C=CC=CC=1.C1(P(C2C=CC=CC=2)C2C=CC=CC=2)C=CC=CC=1.C1(P(C2C=CC=CC=2)C2C=CC=CC=2)C=CC=CC=1>[C:30]([C:29]1[CH:32]=[CH:33][C:26]([C:9]#[C:8][CH:7]2[CH2:6][CH:5]([O:23][CH3:24])[O:4][CH:3]2[O:2][CH3:1])=[CH:27][CH:28]=1)#[N:31] |f:3.4.5.6.7|. Procedure: A mixture of 2,5-dimethoxy-3-(2-tributylstannylethynyl)-tetrahydrofuran (1.86 g, 4.18 mmol), 4-iodobenzonitrile (1.15 g, 5.02 mmol), and tetrakis(triphenylphosphine) palladium(0) (145 mg, 0.125 mmol) in toluene (25 mL) was heated at 100° C. After 5.5 hours, the resultant red solution was allowed to cool, and the solvent was removed under reduced pressure. Flash column chromatography twice with 10% EtOAc/hex provided 1.10 g (100%) of 3-[2-(4-cyanophenyl)-ethynyl]-2,5-dimethoxy-tetrahydrofuran as ... RXN SMILES: [F:1][C:2]1[C:3]([C:32]([F:35])([F:34])[F:33])=[C:4]([CH:8]2[CH2:13][CH2:12][N:11]([C:14]([C:16]3[C:20]4[CH2:21][N:22](C(OC(C)(C)C)=O)[CH2:23][CH2:24][C:19]=4[NH:18][N:17]=3)=[O:15])[CH2:10][CH2:9]2)[CH:5]=[CH:6][CH:7]=1.[ClH:36]>C(Cl)Cl.CCOCC>[ClH:36].[F:1][C:2]1[C:3]([C:32]([F:35])([F:33])[F:34])=[C:4]([CH:8]2[CH2:9][CH2:10][N:11]([C:14]([C:16]3[C:20]4[CH2:21][NH:22][CH2:23][CH2:24][C:19]=4[NH:18][N:17]=3)=[O:15])[CH2:12][CH2:13]2)[CH:5]=[CH:6][CH:7]=1 |f:4.5|. Product: Cl.FC=1C(=C(C=CC1)C1CCN(CC1)C(=O)C1=NNC2=C1CNCC2)C(F)(F)F ((4-(3-Fluoro-2-(trifluoromethyl)phenyl)piperidin-1-yl)(4,5,6,7-tetrahydro-1H-pyrazolo[4,3-c]pyridin-3-yl)methanone Hydrochloride). The yield is 75.0%. The solvent is CCOCC (Et2O), C(Cl)Cl (CH2Cl2). Reported procedure: To a solution of tert-butyl 3-(4-(3-fluoro-2-(trifluoromethyl)phenyl)piperidine-1-carbonyl)-6,7-dihydro-H-pyrazolo[4,3-c]pyridine-5(4H)-carboxylate (31, 0.148 g, 0.30 mmol) in CH2Cl2 (2 mL) was added HCl (2 mL, 2.0 N solution in Et2O). The mixture stirred at ambient temperature for 18 h, was diluted with Et2O (30 mL), and the resulting solids were collected by filtration to give (4-(3-fluoro-2-(trifluoromethyl)phenyl)piperidin-1-yl)(4,5,6,7-tetrahydro-1H-pyrazolo[4,3-c]pyridin-3-yl)methanone hyd... The reactants are FC=1C(=C(C=CC1)C1CCN(CC1)C(=O)C1=NNC2=C1CN(CC2)C(=O)OC(C)(C)C)C(F)(F)F (tert-butyl 3-(4-(3-fluoro-2-(trifluoromethyl)phenyl)piperidine-1-carbonyl)-6,7-dihydro-1H-pyrazolo[4,3-c]pyridine-5(4H)-carboxylate), Cl (HCl). Conditions: time 18 hour.